describe an organic reaction: reactants, conditions, products, and yield From a dataset of the Open Reaction Database (ORD), a public repository of structured organic reaction records. Starting materials: CC(=O)O, CO, CC(C)OC(=O)Cl, ClCCl, [K+], [K+], CC(O)C1CCNCC1, O=C([O-])[O-], O. Product: CC(C)OC(=O)N1CCC(C(C)O)CC1. As a reaction SMILES: [C:1]([OH:2])(=[O:3])[CH3:4].[CH3:31][OH:32].[Cl:20][C:21](=[O:22])[O:23][CH:24]([CH3:25])[CH3:26].[Cl:28][CH2:29][Cl:30].[K+:14].[K+:15].[NH:5]1[CH2:6][CH2:7][CH:8]([CH:11]([CH3:12])[OH:13])[CH2:9][CH2:10]1.[O-:16][C:17]([O-:18])=[O:19].[OH2:27]>>[N:5]1([C:21](=[O:22])[O:23][CH:24]([CH3:25])[CH3:26])[CH2:6][CH2:7][CH:8]([CH:11]([CH3:12])[OH:13])[CH2:9][CH2:10]1. The reactants are C[O-], CCO, CC(=O)Nc1ccc(C2CN(C)Cc3c(Cl)cc(Cl)cc32)cc1, [Na+]. The product is CN1Cc2c(Cl)cc(Cl)cc2C(c2ccc(N)cc2)C1. RXN SMILES: [CH3:24][O-:25].[CH3:27][CH2:28][OH:29].[Cl:1][c:2]1[cH:3][c:4]2[c:9]([c:10]([Cl:12])[cH:11]1)[CH2:8][N:7]([CH3:13])[CH2:6][CH:5]2[c:14]1[cH:15][cH:16][c:17]([NH:20][C:21](=[O:22])[CH3:23])[cH:18][cH:19]1.[Na+:26]>>[Cl:1][c:2]1[cH:3][c:4]2[c:9]([c:10]([Cl:12])[cH:11]1)[CH2:8][N:7]([CH3:13])[CH2:6][CH:5]2[c:14]1[cH:15][cH:16][c:17]([NH2:20])[cH:18][cH:19]1.